The task is: describe an organic reaction: reactants, conditions, products, and yield. This data is from the Open Reaction Database (ORD), a public repository of structured organic reaction records. Reactants: C(Cl)Cl (DCM), C[Si](C)(C)C=[N+]=[N-] (trimethylsilyldiazomethane), ClC1=C(C=C(C(=C1)C#N)OC)CC(=O)O ((2-Chloro-4-cyano-5-methoxyphenyl)acetic acid), CO (MeOH). The solvent is CCOCC (ether). Yields the product ethyl acetate hexanes, COC(CC1=C(C=C(C(=C1)OC)C#N)Cl)=O (Methyl(2-chloro-4-cyano-5-methoxyphenyl)acetate). Yield: 10.0%. Reaction SMILES: [Cl:1][C:2]1[CH:7]=[C:6]([C:8]#[N:9])[C:5]([O:10][CH3:11])=[CH:4][C:3]=1[CH2:12][C:13]([OH:15])=[O:14].CO.[CH2:18](Cl)Cl.C[Si](C=[N+]=[N-])(C)C>CCOCC>[CH3:18][O:14][C:13](=[O:15])[CH2:12][C:3]1[CH:4]=[C:5]([O:10][CH3:11])[C:6]([C:8]#[N:9])=[CH:7][C:2]=1[Cl:1]. Procedure: (2-Chloro-4-cyano-5-methoxyphenyl)acetic acid (545 mg, 2.4 mmol) was taken up in 1:1 MeOH:DCM (50 mL) and excess 2M trimethylsilyldiazomethane in ether was added until the yellow color persisted, the excess was quenched with acetic acid and the solution was concentrated in vacuo. Flash chromatography (10-50% ethyl acetate/hexanes) gave the title ester as a white solid. 1H-NMR (500 MHz, CDCl3) δ ppm 3.703 (s, 3H), 3.767 (s, 2H), 3.897 (s, 3H), 6.896 (s, 1H), 7.526 (s, 1H). The reactants are CC(C)C[AlH]CC(C)C (DIBAL), N1C=CC2=CC(=CC=C12)C(=O)OC (Methyl indole-5-carboxylate), C9H9NO. Solvent: CCOCC (ether). Yields the product N1C=CC2=CC(=CC=C12)CO (Indole-5-methanol). Reaction SMILES: [NH:1]1[C:9]2[C:4](=[CH:5][C:6]([C:10](OC)=[O:11])=[CH:7][CH:8]=2)[CH:3]=[CH:2]1.CC(C[AlH]CC(C)C)C>CCOCC>[NH:1]1[C:9]2[C:4](=[CH:5][C:6]([CH2:10][OH:11])=[CH:7][CH:8]=2)[CH:3]=[CH:2]1. Procedure: 96 g (0.548 mole) of 6b are treated analogously to Example 1a in 1,800 ml of ether and 1,391 ml (1.67 moles) of DIBAL (1.2 molar in toluene). After chromatography on silica gel with gradient elution with petroleum ether/ethyl acetate (3:1) and petroleum ether/ethyl acetate (1:1), 39.3 g (49%) of pure product are obtained. C9H9NO (147.2) Reactants: COC(=O)C(C)(C)Br, CC(C)=O, [K+], [K+], O=C([O-])[O-], O, O=[N+]([O-])c1ccc(O)cc1. Product: COC(=O)C(C)(C)Oc1ccc([N+](=O)[O-])cc1. Reaction SMILES: [Br:11][C:12]([C:13](=[O:14])[O:15][CH3:16])([CH3:17])[CH3:18].[CH3:25][C:26](=[O:27])[CH3:28].[K+:19].[K+:20].[O-:21][C:22]([O-:23])=[O:24].[OH2:29].[OH:1][c:2]1[cH:3][cH:4][c:5]([N+:8]([O-:9])=[O:10])[cH:6][cH:7]1>>[O:1]([c:2]1[cH:3][cH:4][c:5]([N+:8]([O-:9])=[O:10])[cH:6][cH:7]1)[C:12]([C:13](=[O:14])[O:15][CH3:16])([CH3:17])[CH3:18]. The reactants are COC1=CC(OC)=CC(=C1)C(=C(CCCCCCCC)C)C (5-(1,2-dimethyldec-1-enyl)resorcinol dimethyl ether), 5-(1-methylenyl-2-methyldecyl)resorcinol dimethyl ether. Reagents/catalysts: [Pd] (palladium-on-carbon). The solvent is C(C)O (ethanol). Yields the product COC1=CC(OC)=CC(=C1)C(C(CCCCCCCC)C)C (5-(1,2-dimethyldecyl)-resorcinol dimethyl ether). RXN SMILES: [CH3:1][O:2][C:3]1[CH:10]=[C:9]([C:11]([CH3:22])=[C:12]([CH3:21])[CH2:13][CH2:14][CH2:15][CH2:16][CH2:17][CH2:18][CH2:19][CH3:20])[CH:8]=[C:5]([O:6][CH3:7])[CH:4]=1>C(O)C.[Pd]>[CH3:7][O:6][C:5]1[CH:8]=[C:9]([CH:11]([CH3:22])[CH:12]([CH3:21])[CH2:13][CH2:14][CH2:15][CH2:16][CH2:17][CH2:18][CH2:19][CH3:20])[CH:10]=[C:3]([O:2][CH3:1])[CH:4]=1. Procedure details: Dehydration by distillation from a few drops of 20% aqueous sulfuric acid gives a mixture of 5-(1,2-dimethyldec-1-enyl)resorcinol dimethyl ether and 5-(1-methylenyl-2-methyldecyl)resorcinol dimethyl ether which is hydrogenated over 10% palladium-on-carbon in absolute ethanol at 50 p.s.i. and 25° to give 5-(1,2-dimethyldecyl)-resorcinol dimethyl ether. Reactants: C(#N)CC(=O)OCC (ethyl cyanoacetate), C(C)(=O)[O-].[NH4+] (ammonium acetate), C(C)(=O)C1=CC=CC=C1 (acetophenone), C(#N)CC(=O)OCC (ethyl cyanoacetate), C(C)(=O)[O-].[NH4+] (ammonium acetate). The solvent is C(C)(=O)O (acetic acid), C1=CC=CC=C1 (benzene), C(C)(=O)O (acetic acid), C(C)(=O)OCC (ethyl acetate). Run at time 10 hour. Product: C(C)OC(C(=C(C)C1=CC=CC=C1)C#N)=O (2-Cyano-3-phenyl-but-2-enoic acid ethyl ester). Reaction SMILES: [C:1]([C:4]1[CH:9]=[CH:8][CH:7]=[CH:6][CH:5]=1)(=O)[CH3:2].[C:10]([CH2:12][C:13]([O:15][CH2:16][CH3:17])=[O:14])#[N:11].C([O-])(=O)C.[NH4+]>C(OCC)(=O)C.C(O)(=O)C.C1C=CC=CC=1>[CH2:16]([O:15][C:13](=[O:14])[C:12]([C:10]#[N:11])=[C:1]([C:4]1[CH:9]=[CH:8][CH:7]=[CH:6][CH:5]=1)[CH3:2])[CH3:17] |f:2.3|. Procedure: A mixture of acetophenone (50 mmole), ethyl cyanoacetate (50 mmole), acetic acid (1.14 mL), ammonium acetate (400 mg), and benzene (50 mL) was heated to reflux in a Dean-Stark apparatus. After approximately 10 hours, additional ethyl cyanoacetate (50 mmole), acetic acid (1.14 mL), and ammonium acetate (400 mg) are added. After an additional 10 hours, the reaction was cooled to room temperature, diluted with ethyl acetate (30 mL), washed with water (240 mL), brine (40 mL), and dried (Na2SO4). Aft... Starting materials: BrC1=CC=C(C=C1)C(C(=O)C1=CC=CC=C1)=O (1-(4-bromophenyl)-2-phenylethanedione), C1(=C(C=CC=C1)N)N (o-phenylenediamine). Run in C(C)O (ethanol). Product: BrC1=CC=C(C=C1)C1=NC2=CC=CC=C2N=C1C1=CC=CC=C1 (2-(4-bromophenyl)-3-phenylquinoxaline). Isolated yield 69.7%. Reaction SMILES: [Br:1][C:2]1[CH:7]=[CH:6][C:5]([C:8](=O)[C:9]([C:11]2[CH:16]=[CH:15][CH:14]=[CH:13][CH:12]=2)=O)=[CH:4][CH:3]=1.[C:18]1([NH2:25])[CH:23]=[CH:22][CH:21]=[CH:20][C:19]=1[NH2:24]>C(O)C>[Br:1][C:2]1[CH:7]=[CH:6][C:5]([C:8]2[C:9]([C:11]3[CH:16]=[CH:15][CH:14]=[CH:13][CH:12]=3)=[N:25][C:18]3[C:19](=[CH:20][CH:21]=[CH:22][CH:23]=3)[N:24]=2)=[CH:4][CH:3]=1. Procedure details: 8.2 g (29 mmol) of 1-(4-bromophenyl)-2-phenylethanedione, 3.1 g (31 mmol) of o-phenylenediamine, and 100 mL of ethanol were placed into a 300-mL flask, and the mixture was refluxed for 2 hours. After the reaction, the precipitated solid was collected by suction filtration. The collected solid washed with ethanol and dried. 7.3 g of a light-yellow solid was obtained as the target substrate in 69% yield. Yields the product CS(=O)(=O)O.COC=1C=C(C(=O)N2CC(CC2)(C2=CC=C(C=C2)OC)CCN2CCC(CC2)NC2=NC3=C(N2CCOCC)C=CC=C3)C=C(C1OC)OC (1-(3,4,5-trimethoxybenzoyl)-3-(2-(4-(1-(2-ethoxyethyl)-1H-benzimidazol-2-yl-amino)piperidin-1-yl)ethyl)-3-(4-methoxyphenyl)pyrrolidine Methanesulfonic Acid Salt). The reactants are COC=1C=C(C(=O)N2CC(CC2)(C2=CC=C(C=C2)OC)CCN2CCC(CC2)NC2=NC3=C(N2CCOCC)C=CC=C3)C=C(C1OC)OC (1-(3,4,5-trimethoxybenzoyl)-3-(2-(4-(1-(2-ethoxyethyl)-1H-benzimidazol-2-yl-amino)piperidin-1-yl)ethyl)-3-(4-methoxyphenyl)pyrrolidine), CS(=O)(=O)O (methanesulfonic acid). Reported procedure: Prepare by the method of Example 18.6 using 1-(3,4,5-trimethoxybenzoyl)-3-(2-(4-(1-(2-ethoxyethyl)-1H-benzimidazol-2-yl-amino)piperidin-1-yl)ethyl)-3-(4-methoxyphenyl)pyrrolidine (0.48 g, 0.7 mmol) and methanesulfonic acid (0.14 g, 1.46 mmol) to give the title compound: mp; 220-223° C. As a reaction SMILES: [CH3:1][O:2][C:3]1[CH:4]=[C:5]([CH:44]=[C:45]([O:49][CH3:50])[C:46]=1[O:47][CH3:48])[C:6]([N:8]1[CH2:12][CH2:11][C:10]([CH2:21][CH2:22][N:23]2[CH2:28][CH2:27][CH:26]([NH:29][C:30]3[N:34]([CH2:35][CH2:36][O:37][CH2:38][CH3:39])[C:33]4[CH:40]=[CH:41][CH:42]=[CH:43][C:32]=4[N:31]=3)[CH2:25][CH2:24]2)([C:13]2[CH:18]=[CH:17][C:16]([O:19][CH3:20])=[CH:15][CH:14]=2)[CH2:9]1)=[O:7].[CH3:51][S:52]([OH:55])(=[O:54])=[O:53]>>[CH3:51][S:52]([OH:55])(=[O:54])=[O:53].[CH3:50][O:49][C:45]1[CH:44]=[C:5]([CH:4]=[C:3]([O:2][CH3:1])[C:46]=1[O:47][CH3:48])[C:6]([N:8]1[CH2:12][CH2:11][C:10]([CH2:21][CH2:22][N:23]2[CH2:28][CH2:27][CH:26]([NH:29][C:30]3[N:34]([CH2:35][CH2:36][O:37][CH2:38][CH3:39])[C:33]4[CH:40]=[CH:41][CH:42]=[CH:43][C:32]=4[N:31]=3)[CH2:25][CH2:24]2)([C:13]2[CH:18]=[CH:17][C:16]([O:19][CH3:20])=[CH:15][CH:14]=2)[CH2:9]1)=[O:7] |f:2.3|.